Dataset: the Open Reaction Database (ORD), a public repository of structured organic reaction records. Task: describe an organic reaction: reactants, conditions, products, and yield The reactants are O=C([O-])O, CN(C)C=c1c2ccccc2c2[nH]c(=O)c3nccn3c12, CS(C)=O, Cl, [Na+], O. Product: O=c1[nH]c2c3ccccc3c(=CO)c2n2ccnc12. As a reaction SMILES: [C:23]([OH:24])(=[O:25])[O-:26].[CH3:1][N:2]([CH3:3])[CH:4]=[c:5]1[c:6]2[cH:7][cH:8][cH:9][cH:10][c:11]2[c:12]2[nH:13][c:14](=[O:21])[c:15]3[n:16]([c:17]12)[cH:18][cH:19][n:20]3.[CH3:29][S:30](=[O:31])[CH3:32].[ClH:28].[Na+:27].[OH2:22]>>[CH:4](=[c:5]1[c:6]2[cH:7][cH:8][cH:9][cH:10][c:11]2[c:12]2[nH:13][c:14](=[O:21])[c:15]3[n:16]([c:17]12)[cH:18][cH:19][n:20]3)[OH:24]. The reactants are [Zn] (zinc), ( A ), peroxide, C(C)(=O)O (acetic acid), O.O.C(C)(=O)[O-].[Zn+2].C(C)(=O)[O-].OO.C(C)(=O)O (zinc acetate dihydrate hydrogen peroxide acetic acid), acetyl. The solvent is O (water). Reaction conditions: time 30 minute. The product is C(C)(=O)[O-].[Zn+2].C(C)(=O)[O-].OO (Zinc Acetate Hydrogen Peroxide). RXN SMILES: [C:1]([OH:4])(=[O:3])[CH3:2].[OH2:5].[OH2:6].[C:7]([O-:10])(=[O:9])[CH3:8].[Zn+2:11].C([O-])(=O)C.OO.C(O)(=O)C.[Zn]>O>[C:1]([O-:4])(=[O:3])[CH3:2].[Zn+2:11].[C:7]([O-:10])(=[O:9])[CH3:8].[OH:5][OH:6] |f:1.2.3.4.5.6.7,10.11.12.13|. Reported procedure: the preparation of the complex was carried out by a procedure similar to (A) except that quantity of glacial acetic acid used in making up the initial zinc acetate dihydrate-hydrogen peroxide-acetic acid solution in water was only 21.0 parts by weight. The mixture was mechanically shaken for 30 min in a stoppered flask, whereupon a clear solution was obtained. The product was a white solid analyzing 22.5% peroxide, 65.5% zinc and 3.09% carbon. All the carbon was present as acetyl groups, as indi...